The task is: describe an organic reaction: reactants, conditions, products, and yield. This data is from the Open Reaction Database (ORD), a public repository of structured organic reaction records. The reactants are CN (methylamine), C1CCOC1 (THF), IC1=C(C=CC=C1)N=C=O (2-iodophenylisocyanate). Conditions: time 30 minute. The product is IC1=C(C=CC=C1)NC(=O)NC (N-(2-Iodophenyl)-N′-methylurea). As a reaction SMILES: [CH3:1][NH2:2].C1COCC1.[I:8][C:9]1[CH:14]=[CH:13][CH:12]=[CH:11][C:10]=1[N:15]=[C:16]=[O:17]>>[I:8][C:9]1[CH:14]=[CH:13][CH:12]=[CH:11][C:10]=1[NH:15][C:16]([NH:2][CH3:1])=[O:17]. Reported procedure: A solution of methylamine in THF (2 M, 19 mL, 39 mmol) was cooled to 0° C. and 2-iodophenylisocyanate (0.68 g, 12.6 mmol) was added dropwise over 5 minutes. The solution was stirred for 30 minutes, after which it was evaporated to dryness in vacuo to yield a white solid (2.05 g) 1H NMR (400 MHz, d6-DMSO): δ 7.81-7.77 (2H, m), 7.53 (1H, s), 7.30-7.26 (1H, m), 6.87 (1H, d, J=4.3 Hz), 6.77-6.73 (1H, m), 2.65 (3H, d, J=4.6 Hz). The reactants are CN=C=O (methylisocyanate), N[C@H]1CN(CC1)C(=O)OC(C)(C)C (tert-butyl (3R)-3-aminopyrrolidine-1-carboxylate), O (H2O). The solvent is C(Cl)Cl (CH2Cl2), C(Cl)Cl (CH2Cl2). Run at time 3.5 hour. Yields the product CNC(=O)N[C@H]1CN(CC1)C(=O)OC(C)(C)C (tert-butyl (3R)-3-{[(methylamino)carbonyl]amino}pyrrolidine-1-carboxylate). RXN SMILES: [NH2:1][C@@H:2]1[CH2:6][CH2:5][N:4]([C:7]([O:9][C:10]([CH3:13])([CH3:12])[CH3:11])=[O:8])[CH2:3]1.[CH3:14][N:15]=[C:16]=[O:17].O>C(Cl)Cl>[CH3:14][NH:15][C:16]([NH:1][C@@H:2]1[CH2:6][CH2:5][N:4]([C:7]([O:9][C:10]([CH3:13])([CH3:12])[CH3:11])=[O:8])[CH2:3]1)=[O:17]. Procedure: tert-Butyl (3R)-3-aminopyrrolidine-1-carboxylate 6-2 (1.813 g, 9.73 mmol) was dissolved in 10 mL CH2Cl2. A solution of methylisocyanate (0.555 g, 9.73 mmol) in 10 mL CH2Cl2 was added. The solution was stirred for 3.5 hours. 50 mL H2O was added and the precipitate was extracted with CH2Cl2 (2×). The combined organic layers were dried (Na2SO4), filtered, and concentrated to afford tert-butyl (3R)-3-{[(methylamino)carbonyl]amino}pyrrolidine-1-carboxylate 6-3 as a white semi-solid. Free base: 1H NMR...